From a dataset of the Open Reaction Database (ORD), a public repository of structured organic reaction records. describe an organic reaction: reactants, conditions, products, and yield The reactants are C(C)OC(=O)C1=C(SC(=C1C1=CC=C(C=C1)Br)Cl)NC(CC#N)=O (4-(4-bromophenyl)-5-chloro-2-(2-cyano-acetylamino)-thiophene-3-carboxylic acid ethyl ester), [H-].[Na+] (NaH), Cl (HCl). Run in O1CCCC1 (tetrahydrofuran), O1CCCC1 (tetrahydrofuran). Run at time 12 hour. The product is ClC1=C(C2=C(NC(C(=C2O)C#N)=O)S1)C1=CC=C(C=C1)Br (2-chloro-4-hydroxy-3-(4-bromophenyl)-6-oxo-6,7-dihydrothieno[2,3-b]pyridine-5-carbonitrile). RXN SMILES: [H-].[Na+].C(O[C:6]([C:8]1[C:12]([C:13]2[CH:18]=[CH:17][C:16]([Br:19])=[CH:15][CH:14]=2)=[C:11]([Cl:20])[S:10][C:9]=1[NH:21][C:22](=[O:26])[CH2:23][C:24]#[N:25])=[O:7])C.Cl>O1CCCC1>[Cl:20][C:11]1[S:10][C:9]2[NH:21][C:22](=[O:26])[C:23]([C:24]#[N:25])=[C:6]([OH:7])[C:8]=2[C:12]=1[C:13]1[CH:14]=[CH:15][C:16]([Br:19])=[CH:17][CH:18]=1 |f:0.1|. Reported procedure: To a suspension of NaH (1.33 g, 33.2 mmol, 60% dispersion in mineral oil) in tetrahydrofuran (60 mL) at room temperature was added a solution of 4-(4-bromophenyl)-5-chloro-2-(2-cyano-acetylamino)-thiophene-3-carboxylic acid ethyl ester (5.26 g, 12.3 mmol) in tetrahydrofuran (60 mL) over 15 minutes. The reaction was stirred at room temperature for 12 h, and 1 N HCl was added (15 mL). The reaction was then concentrated under reduced pressure, and the resulting solid was triturated with water (15 m... Reactants: C1CCOC1, COC(=O)c1cc2c(s1)CC(C)CC2, CO, Cl, [Li+], [OH-]. Yields the product CC1CCc2cc(C(=O)O)sc2C1. As a reaction SMILES: [CH2:18]1[O:19][CH2:20][CH2:21][CH2:22]1.[CH3:1][O:2][C:3](=[O:4])[c:5]1[cH:6][c:7]2[c:8]([s:9]1)[CH2:10][CH:11]([CH3:14])[CH2:12][CH2:13]2.[CH3:23][OH:24].[ClH:17].[Li+:16].[OH-:15]>>[O:2]=[C:3]([OH:4])[c:5]1[cH:6][c:7]2[c:8]([s:9]1)[CH2:10][CH:11]([CH3:14])[CH2:12][CH2:13]2. The reactants are solution, Cl (hydrogen chloride), C(C)(C)(C)OC(=O)N1C(CCCC1)CCOC1=C(C=CC=C1)CCC1=CC=C(C=C1)CC (1-t-butoxycarbonyl-2-(2-{2-[2-(4-ethylphenyl)ethyl]phenoxy}ethyl)piperidine). The solvent is O1CCOCC1 (dioxane), O1CCOCC1 (dioxane). Conditions: time 1 hour. Product: Cl.C(C)C1=CC=C(C=C1)CCC1=C(OCCC2NCCCC2)C=CC=C1 (2-(2-{2-[2-(4-Ethylphenyl)ethyl]phenoxy}-ethyl) piperidine hydrochloride). Isolated yield 88.0%. Reaction SMILES: [ClH:1].C(OC([N:9]1[CH2:14][CH2:13][CH2:12][CH2:11][CH:10]1[CH2:15][CH2:16][O:17][C:18]1[CH:23]=[CH:22][CH:21]=[CH:20][C:19]=1[CH2:24][CH2:25][C:26]1[CH:31]=[CH:30][C:29]([CH2:32][CH3:33])=[CH:28][CH:27]=1)=O)(C)(C)C>O1CCOCC1>[ClH:1].[CH2:32]([C:29]1[CH:28]=[CH:27][C:26]([CH2:25][CH2:24][C:19]2[CH:20]=[CH:21][CH:22]=[CH:23][C:18]=2[O:17][CH2:16][CH2:15][CH:10]2[CH2:11][CH2:12][CH2:13][CH2:14][NH:9]2)=[CH:31][CH:30]=1)[CH3:33] |f:3.4|. Procedure details: 5 ml of a 4N solution of hydrogen chloride in dioxane were added to a solution of 0.91 g of 1-t-butoxycarbonyl-2-(2-{2-[2-(4-ethylphenyl)ethyl]phenoxy}ethyl)piperidine [prepared as described in step (a) above] in 5 ml of dioxane, and the resulting solution was allowed to stand at room temperature for 1 hour. At the end of this time, the mixture was concentrated by distillation under reduced pressure, and the resulting oily residue was dissolved in a small amount of ethyl acetate. Diethyl ether w... Starting materials: [Br-], C1CCOC1, CC[Mg+], CCBr, C#CCO, [Cl-], CCCCCC=CCC=CCCl, [Mg]. Yields the product CCCCCC=CCC=CCC#CCO. Reaction SMILES: [Br-:1].[CH2:26]1[O:27][CH2:28][CH2:29][CH2:30]1.[CH2:2]([Mg+:3])[CH3:4].[CH2:6]([Br:7])[CH3:8].[CH2:9]([C:10]#[CH:11])[OH:12].[Cl-:13].[Cl:14][CH2:15][CH:16]=[CH:17][CH2:18][CH:19]=[CH:20][CH2:21][CH2:22][CH2:23][CH2:24][CH3:25].[Mg:5]>>[CH2:9]([C:10]#[C:11][CH2:15][CH:16]=[CH:17][CH2:18][CH:19]=[CH:20][CH2:21][CH2:22][CH2:23][CH2:24][CH3:25])[OH:12]. The reactants are C=CCOc1cc(Br)ccc1C1C(CCC(O[Si](C)(C)C(C)(C)C)c2ccc(F)cc2)C(=O)N1c1ccccc1, C1COCCN1, C1CCOC1, c1ccc(P(c2ccccc2)(c2ccccc2)[Pd](P(c2ccccc2)(c2ccccc2)c2ccccc2)(P(c2ccccc2)(c2ccccc2)c2ccccc2)P(c2ccccc2)(c2ccccc2)c2ccccc2)cc1. Product: CC(C)(C)[Si](C)(C)OC(CCC1C(=O)N(c2ccccc2)C1c1ccc(Br)cc1O)c1ccc(F)cc1. As a reaction SMILES: [CH2:1]([CH:2]=[CH2:3])[O:4][c:5]1[c:6]([CH:12]2[CH:13]([CH2:23][CH2:24][CH:25]([c:26]3[cH:27][cH:28][c:29]([F:32])[cH:30][cH:31]3)[O:33][Si:34]([CH3:35])([CH3:36])[C:37]([CH3:38])([CH3:39])[CH3:40])[C:14](=[O:22])[N:15]2[c:16]2[cH:17][cH:18][cH:19][cH:20][cH:21]2)[cH:7][cH:8][c:9]([Br:11])[cH:10]1.[CH2:41]1[NH:42][CH2:43][CH2:44][O:45][CH2:46]1.[O:47]1[CH2:48][CH2:49][CH2:50][CH2:51]1.[cH:52]1[cH:53][cH:54][c:55]([P:56]([Pd:57]([P:58]([c:59]2[cH:60][cH:61][cH:62][cH:63][cH:64]2)([c:65]2[cH:66][cH:67][cH:68][cH:69][cH:70]2)[c:71]2[cH:72][cH:73][cH:74][cH:75][cH:76]2)([P:77]([c:78]2[cH:79][cH:80][cH:81][cH:82][cH:83]2)([c:84]2[cH:85][cH:86][cH:87][cH:88][cH:89]2)[c:90]2[cH:91][cH:92][cH:93][cH:94][cH:95]2)[P:96]([c:97]2[cH:98][cH:99][cH:100][cH:101][cH:102]2)([c:103]2[cH:104][cH:105][cH:106][cH:107][cH:108]2)[c:109]2[cH:110][cH:111][cH:112][cH:113][cH:114]2)([c:115]2[cH:116][cH:117][cH:118][cH:119][cH:120]2)[c:121]2[cH:122][cH:123][cH:124][cH:125][cH:126]2)[cH:127][cH:128]1>>[OH:4][c:5]1[c:6]([CH:12]2[CH:13]([CH2:23][CH2:24][CH:25]([c:26]3[cH:27][cH:28][c:29]([F:32])[cH:30][cH:31]3)[O:33][Si:34]([CH3:35])([CH3:36])[C:37]([CH3:38])([CH3:39])[CH3:40])[C:14](=[O:22])[N:15]2[c:16]2[cH:17][cH:18][cH:19][cH:20][cH:21]2)[cH:7][cH:8][c:9]([Br:11])[cH:10]1. Reactants: CC(C)(C)c1cc(SC2CCCC2O)cc(C(C)(C)C)c1, ClC(Cl)Cl. The product is CC(C)(C)c1cc(SC2CCCCC2O)cc(C(C)(C)C)c1. Reaction SMILES: [CH3:1][C:2]([CH3:3])([CH3:4])[c:5]1[cH:6][c:7]([S:15][CH:16]2[CH:17]([OH:21])[CH2:18][CH2:19][CH2:20]2)[cH:8][c:9]([C:11]([CH3:12])([CH3:13])[CH3:14])[cH:10]1.[Cl:22][CH:23]([Cl:24])[Cl:25]>>[CH3:1][C:2]([CH3:3])([CH3:4])[c:5]1[cH:6][c:7]([S:15][CH:16]2[CH:17]([OH:21])[CH2:18][CH2:19][CH2:23][CH2:20]2)[cH:8][c:9]([C:11]([CH3:12])([CH3:13])[CH3:14])[cH:10]1. Starting materials: [BH4-], CCOC(C)=O, COC(OC)OC, CO, O=CC1=Cc2ccc(OCCCc3ccc(Cl)cc3)cc2CC1, Cl, O=C(O)C1CNC1, [Na+], [Na+], C1CCOC1, [OH-]. The product is O=C(O)C1CN(CC2=Cc3ccc(OCCCc4ccc(Cl)cc4)cc3CC2)C1. As a reaction SMILES: [BH4-:40].[C:42]([O:43][CH2:44][CH3:45])(=[O:46])[CH3:47].[CH3:10][O:11][CH:12]([O:13][CH3:14])[O:15][CH3:16].[CH3:49][OH:50].[Cl:17][c:18]1[cH:19][cH:20][c:21]([CH2:24][CH2:25][CH2:26][O:27][c:28]2[cH:29][c:30]3[c:35]([cH:36][cH:37]2)[CH:34]=[C:33]([CH:38]=[O:39])[CH2:32][CH2:31]3)[cH:22][cH:23]1.[ClH:48].[NH:1]1[CH2:2][CH:3]([C:5](=[O:6])[OH:7])[CH2:4]1.[Na+:41].[Na+:9].[O:51]1[CH2:52][CH2:53][CH2:54][CH2:55]1.[OH-:8]>>[N:1]1([CH2:38][C:33]2=[CH:34][c:35]3[c:30]([cH:29][c:28]([O:27][CH2:26][CH2:25][CH2:24][c:21]4[cH:20][cH:19][c:18]([Cl:17])[cH:23][cH:22]4)[cH:37][cH:36]3)[CH2:31][CH2:32]2)[CH2:2][CH:3]([C:5](=[O:6])[OH:7])[CH2:4]1. As a reaction SMILES: [B-:28]([F:29])([F:30])([F:31])[F:32].[C:1]([CH3:2])(=[O:3])[C:4]1=[C:14]([CH3:15])[NH:13][c:7]2[c:6]([c:11](=[O:12])[nH:10][cH:9][n:8]2)[CH:5]1[c:16]1[cH:17][cH:18][cH:19][c:20]2[c:21](=[O:27])[cH:22][c:23]([CH3:26])[o:24][c:25]12.[CH2:33]([CH3:34])[O+:35]([CH2:36][CH3:37])[CH2:38][CH3:39].[CH3:40][OH:41].[Cl:42][CH2:43][Cl:44]>>[C:1]([CH3:2])(=[O:3])[C:4]1=[C:14]([CH3:15])[NH:13][c:7]2[c:6]([c:11]([O:12][CH2:33][CH3:34])[n:10][cH:9][n:8]2)[CH:5]1[c:16]1[cH:17][cH:18][cH:19][c:20]2[c:21](=[O:27])[cH:22][c:23]([CH3:26])[o:24][c:25]12. Yields the product CCOc1ncnc2c1C(c1cccc3c(=O)cc(C)oc13)C(C(C)=O)=C(C)N2. The reactants are F[B-](F)(F)F, CC(=O)C1=C(C)Nc2nc[nH]c(=O)c2C1c1cccc2c(=O)cc(C)oc12, CC[O+](CC)CC, CO, ClCCl. Reactants: C(C1=CC=CC=C1)OC(=O)N1[C@@H](CCC1)C(NC=1SC=C(N1)C1=CC=C(C=C1)N)=O ((S)-2-[4-(4-Amino-phenyl)-thiazol-2-ylcarbamoyl]-pyrrolidine-1-carboxylic acid benzyl ester), C(C1=CC=CC=C1)OC(=O)N1[C@@H](CCC1)C(NC=1SC=C(N1)C1=CC=C(C=C1)N)=O ((S)-2-[4-(4-Amino-phenyl)-thiazol-2-ylcarbamoyl]-pyrrolidine-1-carboxylic acid benzyl ester), O1CCOCC1.[Si](C)(C)(C)N=C=O (dioxane TMS isocyanate). Conditions: temperature 70 celsius. Product: C(C1=CC=CC=C1)OC(=O)N1C(CCC1)C(NC=1SC=C(N1)C1=CC=C(C=C1)NC(=O)N)=O (2-[4-(4-Ureido-phenyl)-thiazol-2-yl carbamoyl]-pyrrolidine-1-carboxylic acid benzyl ester). Reaction SMILES: [CH2:1]([O:8][C:9]([N:11]1[CH2:15][CH2:14][CH2:13][C@H:12]1[C:16](=[O:30])[NH:17][C:18]1[S:19][CH:20]=[C:21]([C:23]2[CH:28]=[CH:27][C:26]([NH2:29])=[CH:25][CH:24]=2)[N:22]=1)=[O:10])[C:2]1[CH:7]=[CH:6][CH:5]=[CH:4][CH:3]=1.O1CCOCC1.[Si]([N:41]=[C:42]=[O:43])(C)(C)C>>[CH2:1]([O:8][C:9]([N:11]1[CH2:15][CH2:14][CH2:13][CH:12]1[C:16](=[O:30])[NH:17][C:18]1[S:19][CH:20]=[C:21]([C:23]2[CH:24]=[CH:25][C:26]([NH:29][C:42]([NH2:41])=[O:43])=[CH:27][CH:28]=2)[N:22]=1)=[O:10])[C:2]1[CH:3]=[CH:4][CH:5]=[CH:6][CH:7]=1 |f:1.2|. Reported procedure: 2-[4-(4-Amino-phenyl)-thiazol-2-ylcarbamoyl]-pyrrolidine-1-carboxylic acid benzyl ester (Compound 5050, Example 50, 40 mg, 0.095 mmol) was dissolved in 4 ml of 1:1 dioxane/TMS isocyanate. Reaction mixture was heated at 70° C. for 7 hours. It was then evaporated to dryness. The crude was redissolved in 10 ml of DMF and purified on reverse phase HPLC. MS: 466.1 (M+H+); H1 NMR (DMSO-d6): δ(ppm) 12.39 (d, 1H), 7.72 (d, 2H), 7.42 (d, 3H), 7.35 (s, 2H), 7.10 (dd, 2H), 5.88 (br s, 2H), 5.02 (m, 2H), 4.... The reactants are CC=1NC(=C(C(C1C(=O)OCCOC)C1=CC(=CC=C1)NO)C(=O)OC(C)C)C (2-Methoxyethyl 1-Methylethyl 1,4-Dihydro-2,6-dimethyl-4-(3-hydroxylaminophenyl)-3,5-pyridinedicarboxylate), [N+](=O)([O-])C1=CC=C(O1)C=O (5-nitro-2-furaldehyde). The product is CC=1NC(=C(C(C1C(=O)OCCOC)C1=CC(=CC=C1)/N(=O)=C/C=1OC(=CC1)[N+](=O)[O-])C(=O)OC(C)C)C (2-Methoxyethyl 1-Methylethyl 1,4-Dihydro-2,6-dimethyl-4-{3-[(Z)-N-(5-nitro-2-furylmethylene)-N-oxo-λ5 -azanyl]phenyl}-3,5-pyridinedicarboxylate). Yield: 80.5%. RXN SMILES: [CH3:1][C:2]1[NH:3][C:4]([CH3:29])=[C:5]([C:23]([O:25][CH:26]([CH3:28])[CH3:27])=[O:24])[CH:6]([C:15]2[CH:20]=[CH:19][CH:18]=[C:17]([NH:21][OH:22])[CH:16]=2)[C:7]=1[C:8]([O:10][CH2:11][CH2:12][O:13][CH3:14])=[O:9].[N+:30]([C:33]1[O:37][C:36]([CH:38]=O)=[CH:35][CH:34]=1)([O-:32])=[O:31]>>[CH3:1][C:2]1[NH:3][C:4]([CH3:29])=[C:5]([C:23]([O:25][CH:26]([CH3:27])[CH3:28])=[O:24])[CH:6]([C:15]2[CH:20]=[CH:19][CH:18]=[C:17]([N:21](=[CH:38][C:36]3[O:37][C:33]([N+:30]([O-:32])=[O:31])=[CH:34][CH:35]=3)=[O:22])[CH:16]=2)[C:7]=1[C:8]([O:10][CH2:11][CH2:12][O:13][CH3:14])=[O:9]. Procedure details: The reaction of hydroxylamine 55 (0.80 g, 2 mmol) with 5-nitro-2-furaldehyde (65) (0.282 g, 2 mmol) afforded, after workup, a purple oil. The crude product was purified by flash chromatography with 1:1 ethyl acetate/hexane as the eluant to obtain 0.85 g (1.61 mmol, 81%) of 76 as a brown gum; IR (CH2Cl2) 3440, 1698, 1622, 1528, 1470, 1350, 1215, 1100, 1012, 810 cm-1 ; 1H NMR (CDCl3) δ 1.09 (d, J=6.2 Hz, 3H), 1.23 (d, J=6.2 Hz, 3H), 2.33 (s, 6H), 3.35 (s, 3H), 3.55-3.59 (m, 2H), 4.17-4.21 (m, 2H),...